Dataset: the Open Reaction Database (ORD), a public repository of structured organic reaction records. Task: describe an organic reaction: reactants, conditions, products, and yield The reactants are C1(CCCCCN1)=O (ε-caprolactam), C(CCCCC)N (n-hexylamine), O (water). Run at temperature 250 celsius. Product: C1(CCCCCN1)=O.C(CCCCC)N (Caprolactam n-Hexylamine). As a reaction SMILES: [C:1]1(=[O:8])[NH:7][CH2:6][CH2:5][CH2:4][CH2:3][CH2:2]1.[CH2:9]([NH2:15])[CH2:10][CH2:11][CH2:12][CH2:13][CH3:14].O>>[C:1]1(=[O:8])[NH:7][CH2:6][CH2:5][CH2:4][CH2:3][CH2:2]1.[CH2:9]([NH2:15])[CH2:10][CH2:11][CH2:12][CH2:13][CH3:14] |f:3.4|. Procedure: A 200-ml. pressure reactor was charged with 50 g. (0.442 mole) of ε-caprolactam (CL), 10 g. (0.099 mole) of n-hexylamine (HA) and 0.2 g. (0.011 mole) of water. The reactor was cooled in a dry ice-acetone bath, evacuatively purged twice with nitrogen, evacuated, and heated at 250° C. for 16 hours with the contents under autogenous pressure. The cooled product was a soft white solid. A 45-g. portion was extracted by centrifugation first with about 900 ml. of 1:1 acetone:water and secondly with ace... Starting materials: COC(=O)C(O)(CC(C)(C)C)O[SiH](c1ccccc1)c1ccccc1, CC(O)=S, C1CCOC1, c1ccc(P(c2ccccc2)c2ccccc2)cc1. Product: COC(=O)C(CC(C)(C)C)(OC(C)=S)O[SiH](c1ccccc1)c1ccccc1. RXN SMILES: [C:20]([CH3:21])([CH3:22])([CH3:23])[CH2:24][C:25]([C:26](=[O:27])[O:28][CH3:29])([OH:30])[O:31][SiH:32]([c:33]1[cH:34][cH:35][cH:36][cH:37][cH:38]1)[c:39]1[cH:40][cH:41][cH:42][cH:43][cH:44]1.[C:45]([CH3:46])(=[S:47])[OH:48].[CH2:49]1[O:50][CH2:51][CH2:52][CH2:53]1.[c:1]1([P:2]([c:3]2[cH:4][cH:5][cH:6][cH:7][cH:8]2)[c:9]2[cH:10][cH:11][cH:12][cH:13][cH:14]2)[cH:15][cH:16][cH:17][cH:18][cH:19]1>>[C:20]([CH3:21])([CH3:22])([CH3:23])[CH2:24][C:25]([C:26](=[O:27])[O:28][CH3:29])([O:30][C:45]([CH3:46])=[S:47])[O:31][SiH:32]([c:33]1[cH:34][cH:35][cH:36][cH:37][cH:38]1)[c:39]1[cH:40][cH:41][cH:42][cH:43][cH:44]1. Reactants: C(C)C=1N(N=C2C1N=C(NC2=O)C2=C(C=CC(=C2)S(=O)(=O)N2CCN(CC2)CC)OCCC)CC2=NC=CC=C2 (3-Ethyl-5-[5-(4-ethylpiperazin-1-ylsulphonyl)-2-n-propoxyphenyl]-2-(pyridin-2-yl)methyl-2,6-dihydro-7H-pyrazolo[4,3-d]pyrimidin-7-one), C(CC(O)(C(=O)O)CC(=O)O)(=O)O (citric acid). Run in CC(=O)C (acetone), CC(=O)C (acetone), O (water). Conditions: time 1 hour. Yields the product C(CC(O)(C(=O)O)CC(=O)O)(=O)O.C(C)C=1N(N=C2C1N=C(NC2=O)C2=C(C=CC(=C2)S(=O)(=O)N2CCN(CC2)CC)OCCC)CC2=NC=CC=C2 (3-Ethyl-5-[5-(4-ethylpiperazin-1-sulphonyl)-2-n-propoxyphenyl]-2-(pyridin-2-yl)methyl-2,6-dihydro-7H-pyrazolo[4,3-d]pyrimidin-7-one citrate). The yield is 91.3%. As a reaction SMILES: [CH2:1]([C:3]1[N:4]([CH2:34][C:35]2[CH:40]=[CH:39][CH:38]=[CH:37][N:36]=2)[N:5]=[C:6]2[C:11](=[O:12])[NH:10][C:9]([C:13]3[CH:18]=[C:17]([S:19]([N:22]4[CH2:27][CH2:26][N:25]([CH2:28][CH3:29])[CH2:24][CH2:23]4)(=[O:21])=[O:20])[CH:16]=[CH:15][C:14]=3[O:30][CH2:31][CH2:32][CH3:33])=[N:8][C:7]=12)[CH3:2].[C:41]([OH:53])(=[O:52])[CH2:42][C:43]([CH2:48][C:49]([OH:51])=[O:50])([C:45]([OH:47])=[O:46])[OH:44]>CC(C)=O.O>[C:41]([OH:53])(=[O:52])[CH2:42][C:43]([CH2:48][C:49]([OH:51])=[O:50])([C:45]([OH:47])=[O:46])[OH:44].[CH2:1]([C:3]1[N:4]([CH2:34][C:35]2[CH:40]=[CH:39][CH:38]=[CH:37][N:36]=2)[N:5]=[C:6]2[C:11](=[O:12])[NH:10][C:9]([C:13]3[CH:18]=[C:17]([S:19]([N:22]4[CH2:27][CH2:26][N:25]([CH2:28][CH3:29])[CH2:24][CH2:23]4)(=[O:21])=[O:20])[CH:16]=[CH:15][C:14]=3[O:30][CH2:31][CH2:32][CH3:33])=[N:8][C:7]=12)[CH3:2] |f:4.5|. Procedure details: A stirred mixture of the title compound of Example 5A (15.0 g, 26.5 mmol) and acetone (150 ml) was heated under reflux, then filtered. To the stirred filtrate was added a filtered solution of citric acid (5.10 g, 26.5 mmol) in a mixture of acetone (75 ml) and water (7.5 ml), then the reaction mixture heated under reflux for 75 minute and allowed to cool. The resulting suspension was granulated for 1 hour and filtered, then the solid thus obtained washed with acetone (20 ml) and dried at 45° C. t... Starting materials: C(C)(=O)OCC (ethyl acetate), CSC=1SC2=C(N1)C=CC(=C2)O (2-(methylthio)benzo[d]thiazol-6-ol), ClC1=CC=NC2=CC=CC=C12 (4-chloroquinoline), C([O-])([O-])=O.[Cs+].[Cs+] (Cesium Carbonate). Run in CN1CCCC1=O (NMP). Run at time 3 minute. Yields the product CSC=1SC2=C(N1)C=CC(=C2)OC2=CC=NC1=CC=CC=C21 (2-(methylthio)-6-(quinolin-4-yloxy)benzo[d]thiazole). Isolated yield 79.7%. As a reaction SMILES: [CH3:1][S:2][C:3]1[S:4][C:5]2[CH:11]=[C:10]([OH:12])[CH:9]=[CH:8][C:6]=2[N:7]=1.C(=O)([O-])[O-].[Cs+].[Cs+].Cl[C:20]1[C:29]2[C:24](=[CH:25][CH:26]=[CH:27][CH:28]=2)[N:23]=[CH:22][CH:21]=1.C(OCC)(=O)C>CN1C(=O)CCC1>[CH3:1][S:2][C:3]1[S:4][C:5]2[CH:11]=[C:10]([O:12][C:20]3[C:29]4[C:24](=[CH:25][CH:26]=[CH:27][CH:28]=4)[N:23]=[CH:22][CH:21]=3)[CH:9]=[CH:8][C:6]=2[N:7]=1 |f:1.2.3|. Procedure: To the reaction mixture of 2-(methylthio)benzo[d]thiazol-6-ol (750 mg, 3.79 mmol) in 10 ml of NMP was added Cesium Carbonate (3.2 g, 9.5 mmol) and stirred at RT for 3 minutes. To this mixture was added 4-chloroquinoline (682 mg, 4.17 mmol). The reaction mixture was stirred at 110° C. for 24 hours. The reaction was worked up by adding 250 ml ethyl acetate and washed with 75 ml of saturated NaHCO3, 2×60 ml water, 1×50 ml saturated NaCl, dried with sodium sulfate, filtered and concentrated in vacuo... The reactants are C=CCBr, Cc1cc(N2CCCC2=O)ccc1-c1ccc(C(=O)N2CCc3cc4c(cc32)C2(CCNCC2)CO4)cc1, CCO, CN(C)C=O. The product is C=CCN1CCC2(CC1)COc1cc3c(cc12)N(C(=O)c1ccc(-c2ccc(N4CCCC4=O)cc2C)cc1)CC3. Reaction SMILES: [CH2:39]([CH:40]=[CH2:41])[Br:42].[CH3:1][c:2]1[c:3](-[c:14]2[cH:15][cH:16][c:17]([C:20](=[O:21])[N:22]3[CH2:23][CH2:24][c:25]4[cH:26][c:27]5[c:28]([cH:29][c:30]43)[C:31]3([CH2:32][O:33]5)[CH2:34][CH2:35][NH:36][CH2:37][CH2:38]3)[cH:18][cH:19]2)[cH:4][cH:5][c:6]([N:8]2[C:9](=[O:13])[CH2:10][CH2:11][CH2:12]2)[cH:7]1.[CH3:43][CH2:44][OH:45].[O:46]=[CH:47][N:48]([CH3:49])[CH3:50]>>[CH3:1][c:2]1[c:3](-[c:14]2[cH:15][cH:16][c:17]([C:20](=[O:21])[N:22]3[CH2:23][CH2:24][c:25]4[cH:26][c:27]5[c:28]([cH:29][c:30]43)[C:31]3([CH2:32][O:33]5)[CH2:34][CH2:35][N:36]([CH2:41][CH:40]=[CH2:39])[CH2:37][CH2:38]3)[cH:18][cH:19]2)[cH:4][cH:5][c:6]([N:8]2[C:9](=[O:13])[CH2:10][CH2:11][CH2:12]2)[cH:7]1. Reaction SMILES: [CH2:31]1[O:32][CH2:33][CH2:34][O:35][CH2:36]1.[CH3:26][S:27][CH2:28][CH2:29][NH2:30].[Cl:1][c:2]1[n:3][cH:4][c:5]([Cl:25])[c:6]([CH:8]([c:9]2[c:10]([F:16])[cH:11][cH:12][c:13]([F:15])[cH:14]2)[S:17][c:18]2[cH:19][cH:20][c:21]([Cl:24])[cH:22][cH:23]2)[cH:7]1>>[c:2]1([NH:30][CH2:29][CH2:28][S:27][CH3:26])[n:3][cH:4][c:5]([Cl:25])[c:6]([CH:8]([c:9]2[c:10]([F:16])[cH:11][cH:12][c:13]([F:15])[cH:14]2)[S:17][c:18]2[cH:19][cH:20][c:21]([Cl:24])[cH:22][cH:23]2)[cH:7]1. The reactants are C1COCCO1, CSCCN, Fc1ccc(F)c(C(Sc2ccc(Cl)cc2)c2cc(Cl)ncc2Cl)c1. Yields the product CSCCNc1cc(C(Sc2ccc(Cl)cc2)c2cc(F)ccc2F)c(Cl)cn1. Conditions: time 2 day. The product is Cl.Cl.CC1=C(N=CN1)CSCCNC1=NC=CC=C1O (2-[2-(5-methyl-4-imidazolylmethylthio)ethyl]amino-3-hydroxypyridine dihydrochloride). The reactants are CO (methanol), CC1=C(N=CN1)CSCCC1=NC=CC(=C1OCC1=CC=CC=C1)N (2-[2-(5-Methyl-4-imidazolylmethylthio)ethyl]-amino3-benzyloxypyridine), Cl (hydrochloric acid), C(C)(=O)OCC (ethyl acetate). Reported procedure: 2-[2-(5-Methyl-4-imidazolylmethylthio)ethyl]-amino3-benzyloxypyridine (1.3 g; 0.0036 moles) was treated with conc. hydrochloric acid (10 ml) and heated to 60° for 4 hours. The reaction mixture was stripped in vacuo to a green oil, dissolved in methanol, treated with ethyl acetate and left to stand for 2 days. The red crystals obtained were filtered off and recrystallised from methanol/ethyl acetate to give 2-[2-(5-methyl-4-imidazolylmethylthio)ethyl]amino-3-hydroxypyridine dihydrochloride as dar... As a reaction SMILES: [CH3:1][C:2]1[NH:6][CH:5]=[N:4][C:3]=1[CH2:7][S:8][CH2:9][CH2:10]C1C(OCC2C=CC=CC=2)=C(N)C=CN=1.[ClH:26].C(O[CH2:31][CH3:32])(=O)C.[CH3:33][OH:34]>>[ClH:26].[ClH:26].[CH3:1][C:2]1[NH:6][CH:5]=[N:4][C:3]=1[CH2:7][S:8][CH2:9][CH2:10][NH:6][C:5]1[C:33]([OH:34])=[CH:32][CH:31]=[CH:3][N:4]=1 |f:4.5.6|. Starting materials: [BH4-], CCO, CCC(N)c1ccc(C(F)(F)F)cc1CN(Cc1cc(C(F)(F)F)cc(C(F)(F)F)c1)c1nnn(C)n1, [Na+], O=Cc1cccnc1. The product is CCC(NCc1cccnc1)c1ccc(C(F)(F)F)cc1CN(Cc1cc(C(F)(F)F)cc(C(F)(F)F)c1)c1nnn(C)n1. Reaction SMILES: [BH4-:46].[CH3:48][CH2:49][OH:50].[NH2:1][CH:2]([CH2:3][CH3:4])[c:5]1[c:6]([CH2:7][N:8]([c:9]2[n:10][n:11][n:12]([CH3:14])[n:13]2)[CH2:15][c:16]2[cH:17][c:18]([C:26]([F:27])([F:28])[F:29])[cH:19][c:20]([C:22]([F:23])([F:24])[F:25])[cH:21]2)[cH:30][c:31]([C:34]([F:35])([F:36])[F:37])[cH:32][cH:33]1.[Na+:47].[n:38]1[cH:39][c:40]([CH:44]=[O:45])[cH:41][cH:42][cH:43]1>>[NH:1]([CH:2]([CH2:3][CH3:4])[c:5]1[c:6]([CH2:7][N:8]([c:9]2[n:10][n:11][n:12]([CH3:14])[n:13]2)[CH2:15][c:16]2[cH:17][c:18]([C:26]([F:27])([F:28])[F:29])[cH:19][c:20]([C:22]([F:23])([F:24])[F:25])[cH:21]2)[cH:30][c:31]([C:34]([F:35])([F:36])[F:37])[cH:32][cH:33]1)[CH2:44][c:40]1[cH:39][n:38][cH:43][cH:42][cH:41]1. Product: OCCOCCOCCOCCOCCOCCOCCO. Starting materials: OCCOCCOCCO, [Na], OCCOCCOCCOCCO, O=S(=O)(O)c1ccccc1. Reaction SMILES: [CH2:25]([CH2:26][O:27][CH2:28][CH2:29][O:30][CH2:31][CH2:32][OH:33])[OH:34].[Na:1].[OH:2][CH2:3][CH2:4][O:5][CH2:6][CH2:7][O:8][CH2:9][CH2:10][O:11][CH2:12][CH2:13][OH:14].[c:15]1([S:16]([OH:17])(=[O:18])=[O:19])[cH:20][cH:21][cH:22][cH:23][cH:24]1>>[O:2]([CH2:3][CH2:4][O:5][CH2:6][CH2:7][O:8][CH2:9][CH2:10][O:11][CH2:12][CH2:13][OH:14])[CH2:25][CH2:26][O:27][CH2:28][CH2:29][O:30][CH2:31][CH2:32][OH:33]. The reactants are OC1=CC=C(C=C1)C(C)=O (4′-hydroxyacetophenone), C([O-])([O-])=O.[K+].[K+] (potassium carbonate), S(C)(=O)(=O)OCCC1=CC=C(C=C1)Cl (4-chlorophenethyl mesylate). Solvent: CN(C)C=O (DMF). Run at temperature 80 celsius. Yields the product ClC1=CC=C(C=C1)CCOC1=CC=C(C=C1)C(C)=O (1-{4-[2-(4-chlorophenyl)ethoxy]phenyl}ethanone). RXN SMILES: [OH:1][C:2]1[CH:7]=[CH:6][C:5]([C:8](=[O:10])[CH3:9])=[CH:4][CH:3]=1.C(=O)([O-])[O-].[K+].[K+].S(O[CH2:22][CH2:23][C:24]1[CH:29]=[CH:28][C:27]([Cl:30])=[CH:26][CH:25]=1)(=O)(=O)C>CN(C=O)C>[Cl:30][C:27]1[CH:28]=[CH:29][C:24]([CH2:23][CH2:22][O:1][C:2]2[CH:7]=[CH:6][C:5]([C:8](=[O:10])[CH3:9])=[CH:4][CH:3]=2)=[CH:25][CH:26]=1 |f:1.2.3|. Reported procedure: To a stirred solution of 4′-hydroxyacetophenone (2.2 mmol) in DMF (5 mL) at rt, solid potassium carbonate (9.0 mmol) was added. 4-chlorophenethyl mesylate (2.0 mmol) was added to the reaction mixture and heated to 80° C. until completion, according to General Procedure Q1. After cooling to rt, the reaction mixture was quenched using cold water (20 ml) and the product was isolated in EtOAc (2×20 ml). The combined organic layers were washed with saturated sodium bicarbonate (2×10 ml), water (2×10 ...